From a dataset of the Open Reaction Database (ORD), a public repository of structured organic reaction records. describe an organic reaction: reactants, conditions, products, and yield Reactants: C1CCOC1, O=C(NOC1CCCCO1)c1ncc2c(ccn2Cc2ccc(F)cc2)c1CCO, c1ccc(P(c2ccccc2)c2ccccc2)cc1. Product: O=C1OCCc2c1ncc1c2ccn1Cc1ccc(F)cc1. RXN SMILES: [CH2:50]1[O:51][CH2:52][CH2:53][CH2:54]1.[F:1][c:2]1[cH:3][cH:4][c:5]([CH2:6][n:7]2[cH:8][cH:9][c:10]3[c:11]2[cH:12][n:13][c:14]([C:19](=[O:20])[NH:21][O:22][CH:23]2[CH2:24][CH2:25][CH2:26][CH2:27][O:28]2)[c:15]3[CH2:16][CH2:17][OH:18])[cH:29][cH:30]1.[c:31]1([P:32]([c:33]2[cH:34][cH:35][cH:36][cH:37][cH:38]2)[c:39]2[cH:40][cH:41][cH:42][cH:43][cH:44]2)[cH:45][cH:46][cH:47][cH:48][cH:49]1>>[F:1][c:2]1[cH:3][cH:4][c:5]([CH2:6][n:7]2[cH:8][cH:9][c:10]3[c:11]2[cH:12][n:13][c:14]2[c:15]3[CH2:16][CH2:17][O:18][C:19]2=[O:20])[cH:29][cH:30]1. Starting materials: FC1=C(C=CC=C1)C1C(CC(N1C(CNC(=O)NC1=CC(=CC=C1)CC(=O)OC)=O)C(NCC(C)C)=O)C(=O)OC (methyl (2RS,4RS,5SR)-5-(2-fluorophenyl)-2-isobutylcarbamoyl-1-{2-[3-(3-(methoxycarbonylmethyl)phenyl)ureido]acetyl}pyrrolidine-4-carboxylate), [OH-].[K+] (potassium hydroxide). Solvent: O (water), CO (methanol). The product is C(=O)(O)CC=1C=C(C=CC1)NC(NCC(=O)N1C(CC(C1C1=C(C=CC=C1)F)C(=O)O)C(NCC(C)C)=O)=O ((2RS,4SR,5SR)-1-{2-[3-(3-(carboxymethyl)phenyl)ureido]acetyl}-5-(2-fluorophenyl)-2-(isobutylcarbamoyl)pyrrolidine-4-carboxylic acid). Yield: 54.0%. RXN SMILES: [F:1][C:2]1[CH:7]=[CH:6][CH:5]=[CH:4][C:3]=1[CH:8]1[N:12]([C:13](=[O:30])[CH2:14][NH:15][C:16]([NH:18][C:19]2[CH:24]=[CH:23][CH:22]=[C:21]([CH2:25][C:26]([O:28]C)=[O:27])[CH:20]=2)=[O:17])[CH:11]([C:31](=[O:37])[NH:32][CH2:33][CH:34]([CH3:36])[CH3:35])[CH2:10][CH:9]1[C:38]([O:40]C)=[O:39].[OH-].[K+]>O.CO>[C:26]([CH2:25][C:21]1[CH:20]=[C:19]([NH:18][C:16](=[O:17])[NH:15][CH2:14][C:13]([N:12]2[CH:8]([C:3]3[CH:4]=[CH:5][CH:6]=[CH:7][C:2]=3[F:1])[CH:9]([C:38]([OH:40])=[O:39])[CH2:10][CH:11]2[C:31](=[O:37])[NH:32][CH2:33][CH:34]([CH3:36])[CH3:35])=[O:30])[CH:24]=[CH:23][CH:22]=1)([OH:28])=[O:27] |f:1.2|. Procedure: A The reaction is carried out in a way analogous to that described in Example 3, but from 3.7 g of methyl (2RS,4RS,5SR)-5-(2-fluorophenyl)-2-isobutylcarbamoyl-1-{2-[3-(3-(methoxycarbonylmethyl)phenyl)ureido]acetyl}pyrrolidine-4-carboxylate and 0.56 g of potassium hydroxide in a mixture of 20 cm3 of distilled water and 60 cm3 of methanol. After treatment, there are obtained 1.9 g of (2RS,4SR,5SR)-1-{2-[3-(3-(carboxymethyl)phenyl)ureido]acetyl}-5-(2-fluorophenyl)-2-(isobutylcarbamoyl)pyrrolidine-4... Starting materials: FC(C=1C=C(C(=O)O)C=CC1)(F)F (3-(trifluoromethyl)benzoic acid), S(=O)(Cl)Cl (thionyl chloride), CO (methanol). Reaction conditions: temperature 75 celsius, time 2 hour. Yields the product FC(C=1C=C(C(=O)OC)C=CC1)(F)F (methyl 3-(trifluoromethyl)benzoate). The yield is 86.0%. RXN SMILES: [F:1][C:2]([F:13])([F:12])[C:3]1[CH:4]=[C:5]([CH:9]=[CH:10][CH:11]=1)[C:6]([OH:8])=[O:7].S(Cl)(Cl)=O.[CH3:18]O>>[F:1][C:2]([F:12])([F:13])[C:3]1[CH:4]=[C:5]([CH:9]=[CH:10][CH:11]=1)[C:6]([O:8][CH3:18])=[O:7]. Procedure details: To a solution of 3-(trifluoromethyl)benzoic acid (5 g, 26.30 mmol, 1.00 equiv) in methanol (25 mL) was added dropwise thionyl chloride (9.39 g, 78.93 mmol, 3.00 equiv) and the resulting solution was stirred for 2 h at 75° C. in an oil bath. The mixture was concentrated under vacuum, diluted with 100 mL of ethyl acetate and then washed with 2×30 mL of sodium carbonate and 2×30 mL of brine. The organic layer was dried over anhydrous sodium sulfate and concentrated under vacuum to yield 4.6 g (86%)... The reactants are O (water), CC1(OC[C@@H](O1)C(=O)C1=NC(=CC=C1)C1=CC=C(C=C1)OC1=CC=C(C=C1)F)C ((R)-(2,2-dimethyl-1,3-dioxolan-4-yl)(6-(4-(4-fluorophenoxyl)phenyl)pyridin-2-yl)methanone), C(Cl)Cl.CO (DCM MeOH), Cl (HCl). Conditions: time 8 hour. Run in O1CCOCC1 (dioxane), C(Cl)Cl (DCM), C(=O)(O)[O-].[Na+] (NaHCO3). Yields the product FC1=CC=C(OC2=CC=C(C=C2)C2=CC=CC(=N2)C([C@@H](CO)O)=O)C=C1 ((R)-1-(6-(4-(4-fluorophenoxy)phenyl)pyridin-2-yl)-2,3-dihydroxypropan-1-one). As a reaction SMILES: CC1(C)[O:6][C@@H:5]([C:7]([C:9]2[CH:14]=[CH:13][CH:12]=[C:11]([C:15]3[CH:20]=[CH:19][C:18]([O:21][C:22]4[CH:27]=[CH:26][C:25]([F:28])=[CH:24][CH:23]=4)=[CH:17][CH:16]=3)[N:10]=2)=[O:8])[CH2:4][O:3]1.C(Cl)Cl.CO.Cl.O>O1CCOCC1.C(Cl)Cl.C([O-])(O)=O.[Na+]>[F:28][C:25]1[CH:24]=[CH:23][C:22]([O:21][C:18]2[CH:19]=[CH:20][C:15]([C:11]3[N:10]=[C:9]([C:7](=[O:8])[C@H:5]([OH:6])[CH2:4][OH:3])[CH:14]=[CH:13][CH:12]=3)=[CH:16][CH:17]=2)=[CH:27][CH:26]=1 |f:1.2,7.8|. Isolated yield 28.0%. Reported procedure: To a solution of (R)-(2,2-dimethyl-1,3-dioxolan-4-yl)(6-(4-(4-fluorophenoxyl)phenyl)pyridin-2-yl)methanone (0.621, g, 1.58, mmol) in an 85:15, mixture of DCM/MeOH (10, mL) was added 4M HCl in dioxane (2, mL, 8, mmol). After stirring overnight 0.5, mL, water was added to the reaction. After 3, more hours the reaction was diluted with 50, mL DCM and solid NaHCO3, was added. After the bubbling subsided, the reaction mixture was dried over Na2SO4, filtered, and evaporated in vacuo to a residue. The ... Starting materials: CCOC(=O)C(OCC)c1ccc(OC)cc1F, [Cl-], [Na+], [Na+], [OH-]. The product is CCOC(C(=O)O)c1ccc(OC)cc1F. RXN SMILES: [CH2:1]([CH3:2])[O:3][C:4]([CH:5]([c:6]1[c:7]([F:14])[cH:8][c:9]([O:12][CH3:13])[cH:10][cH:11]1)[O:15][CH2:16][CH3:17])=[O:18].[Cl-:21].[Na+:20].[Na+:22].[OH-:19]>>[O:3]=[C:4]([CH:5]([c:6]1[c:7]([F:14])[cH:8][c:9]([O:12][CH3:13])[cH:10][cH:11]1)[O:15][CH2:16][CH3:17])[OH:18]. The reactants are C(CCCCCCCCCCCCCCC)NC1=CC=C(C(=O)OC=C)C=C1 (vinyl 4-(hexadecylamino)benzoate), Pd(C), [H][H] (hydrogen). The solvent is O1CCCC1 (tetrahydrofuran). Product: C(CCCCCCCCCCCCCCC)NC1=CC=C(C(=O)OCCC(=O)OCC)C=C1 (2-(ethoxycarbonyl)ethyl 4-(hexadecylamino)benzoate). As a reaction SMILES: [CH2:1]([NH:17][C:18]1[CH:28]=[CH:27][C:21]([C:22]([O:24][CH:25]=[CH2:26])=[O:23])=[CH:20][CH:19]=1)[CH2:2][CH2:3][CH2:4][CH2:5][CH2:6][CH2:7][CH2:8][CH2:9][CH2:10][CH2:11][CH2:12][CH2:13][CH2:14][CH2:15][CH3:16].[H][H]>O1CCCC1>[CH2:1]([NH:17][C:18]1[CH:19]=[CH:20][C:21]([C:22]([O:24][CH2:25][CH2:26][C:22]([O:24][CH2:25][CH3:26])=[O:23])=[O:23])=[CH:27][CH:28]=1)[CH2:2][CH2:3][CH2:4][CH2:5][CH2:6][CH2:7][CH2:8][CH2:9][CH2:10][CH2:11][CH2:12][CH2:13][CH2:14][CH2:15][CH3:16]. Reported procedure: A solution of 4 g. (8.7 m moles) 2-ethoxycarbonyl)vinyl 4-(hexadecylamino)benzoate and 400 mg. 10% Pd(C) in 100 ml. tetrahydrofuran is hydrogenated at 50 psi until hydrogen uptake stops. The catalyst is filtered, the solution is evaporated, and the residue is crystallized from acetonitrile to yield 2-(ethoxycarbonyl)ethyl 4-(hexadecylamino)benzoate. The reactants are C1(CCCC1)C1(OC(CC(C1)=O)=O)CCC1=CC(=C(C=C1)OC(C)=O)C(C)C (Acetic acid 4-[2-(2-cyclopentyl-4,6-dioxo-tetrahydro-pyran-2-yl)-ethyl]-2-isopropyl-phenyl ester), C1(CCCC1)C1(OC(CC(C1)=O)=O)CCC1=CC(=C(C=C1)OC(C)=O)CC (acetic acid 4-[2-(2-cyclopentyl-4,6-dioxo-tetrahydro-pyran-2-yl)-ethyl]-2-ethyl-phenyl ester). Yields the product C1(CCCC1)C1(CC(CC(O1)=O)=O)CCC1=CC(=C(C=C1)O)C(C)C (6-Cyclopentyl-6-[2-(4-hydroxy-3-isopropyl-phenyl)-ethyl]-dihydro-pyran-2,4-dione). Reaction SMILES: [CH:1]1([C:6]2([CH2:14][CH2:15][C:16]3[CH:21]=[CH:20][C:19]([O:22]C(=O)C)=[C:18]([CH:26]([CH3:28])[CH3:27])[CH:17]=3)[CH2:11][C:10](=[O:12])[CH2:9][C:8](=[O:13])[O:7]2)[CH2:5][CH2:4][CH2:3][CH2:2]1.C1(C2(CCC3C=CC(OC(=O)C)=C(CC)C=3)CC(=O)CC(=O)O2)CCCC1>>[CH:1]1([C:6]2([CH2:14][CH2:15][C:16]3[CH:21]=[CH:20][C:19]([OH:22])=[C:18]([CH:26]([CH3:28])[CH3:27])[CH:17]=3)[O:7][C:8](=[O:13])[CH2:9][C:10](=[O:12])[CH2:11]2)[CH2:5][CH2:4][CH2:3][CH2:2]1. Reported procedure: The title compound was prepared analogously to Example A(22) where Acetic acid 4-[2-(2-cyclopentyl-4,6-dioxo-tetrahydro-pyran-2-yl)-ethyl]-2-isopropyl-phenyl ester (Example A(94)) was substituted in place of acetic acid 4-[2-(2-cyclopentyl-4,6-dioxo-tetrahydro-pyran-2-yl)-ethyl]-2-ethyl-phenyl ester.